This data is from the Open Reaction Database (ORD), a public repository of structured organic reaction records. The task is: describe an organic reaction: reactants, conditions, products, and yield Starting materials: BrC=1C=C2CC[C@@H](C2=CC1)N ((S)-5-bromo-indan-1-ylamine), FC(C(=O)NC1(CC1)C(=O)O)(F)F (1-(2,2,2-trifluoroacetamido)cyclopropanecarboxylic acid). Product: BrC=1C=C2CC[C@@H](C2=CC1)NC(=O)C1(CC1)NC(C(F)(F)F)=O (1-(2,2,2-trifluoro-acetylamino)-cyclopropanecarboxylic acid ((S)-5-bromo-indan-1-yl)-amide). As a reaction SMILES: [Br:1][C:2]1[CH:3]=[C:4]2[C:8](=[CH:9][CH:10]=1)[C@@H:7]([NH2:11])[CH2:6][CH2:5]2.[F:12][C:13]([F:24])([F:23])[C:14]([NH:16][C:17]1([C:20](O)=[O:21])[CH2:19][CH2:18]1)=[O:15]>>[Br:1][C:2]1[CH:3]=[C:4]2[C:8](=[CH:9][CH:10]=1)[C@@H:7]([NH:11][C:20]([C:17]1([NH:16][C:14](=[O:15])[C:13]([F:12])([F:23])[F:24])[CH2:18][CH2:19]1)=[O:21])[CH2:6][CH2:5]2. Reported procedure: In analogy to the procedure described for the preparation of intermediate A-1 [B] and A-1 [C], (S)-5-bromo-indan-1-ylamine has been coupled with 1-(2,2,2-trifluoroacetamido)cyclopropanecarboxylic acid (intermediate A-1 [A]) to give 1-(2,2,2-trifluoro-acetylamino)-cyclopropanecarboxylic acid ((S)-5-bromo-indan-1-yl)-amide, which was subsequently reacted with 4,4,4′,4′,5,5,5′,5′-octamethyl-2,2′-bi(1,3,2-dioxaborolane) to yield the title compound as light brown solid. MS: 439.3 (MH+). Reactants: FC(C(=O)O)(F)F (Trifluoroacetic acid), CN1S(C2=C(OCC1)C=C(C=C2)OC=2C=C(C=C(C2)O[C@H](COC)C)C(=O)NC2=NN(C=C2)C(=O)OC(C)(C)C)(=O)=O (1,1-dimethylethyl 3-{[(3-[(2-methyl-1,1-dioxido-3,4-dihydro-2H-5,1,2-benzoxathiazepin-7-yl)oxy]-5-{[(1S)-1-methyl-2-(methyloxy)ethyl]oxy}phenyl)carbonyl]amino}-1H-pyrazole-1-carboxylate). The solvent is C(Cl)Cl (DCM). Reaction conditions: time 2 hour. Yields the product CN1S(C2=C(OCC1)C=C(C=C2)OC=2C=C(C(=O)NC1=NNC=C1)C=C(C2)O[C@H](COC)C)(=O)=O (3-[(2-Methyl-1,1-dioxido-3,4-dihydro-2H-5,1,2-benzoxathiazepin-7-yl)oxy]-5-{[(1S)-1-methyl-2-(methyloxy)ethyl]oxy}-N-1H-pyrazol-3-ylbenzamide). Isolated yield 77.1%. As a reaction SMILES: FC(F)(F)C(O)=O.[CH3:8][N:9]1[CH2:15][CH2:14][O:13][C:12]2[CH:16]=[C:17]([O:20][C:21]3[CH:22]=[C:23]([C:33]([NH:35][C:36]4[CH:40]=[CH:39][N:38](C(OC(C)(C)C)=O)[N:37]=4)=[O:34])[CH:24]=[C:25]([O:27][C@@H:28]([CH3:32])[CH2:29][O:30][CH3:31])[CH:26]=3)[CH:18]=[CH:19][C:11]=2[S:10]1(=[O:49])=[O:48]>C(Cl)Cl>[CH3:8][N:9]1[CH2:15][CH2:14][O:13][C:12]2[CH:16]=[C:17]([O:20][C:21]3[CH:22]=[C:23]([CH:24]=[C:25]([O:27][C@@H:28]([CH3:32])[CH2:29][O:30][CH3:31])[CH:26]=3)[C:33]([NH:35][C:36]3[CH:40]=[CH:39][NH:38][N:37]=3)=[O:34])[CH:18]=[CH:19][C:11]=2[S:10]1(=[O:49])=[O:48]. Reported procedure: Trifluoroacetic acid (1 mL) was added to a solution of 1,1-dimethylethyl 3-{[(3-[(2-methyl-1,1-dioxido-3,4-dihydro-2H-5,1,2-benzoxathiazepin-7-yl)oxy]-5-{[(1S)-1-methyl-2-(methyloxy)ethyl]oxy}phenyl)carbonyl]amino}-1H-pyrazole-1-carboxylate (50 mg, 0.08 mmol) in DCM (8 mL) and stirred at RT for 2 hours. The solvent was removed in vacuo and DCM (20 mL). The mixture was washed with water (20 mL), a saturated solution of sodium bicarbonate (20 mL), brine (20 mL), dried (MgSO4), filtered and reduced... The reactants are NC1=CC=C(C=C1)O (4-aminophenol), Cl.ClCCN1CCCC1 (1-(2-chloroethyl)-pyrrolidine hydrochloride), [OH-].[Na+] (NaOH). Solvent: CN(C)C=O (DMF). Conditions: temperature 75 celsius, time 2 hour. Yields the product N1(CCCC1)CCOC1=CC=C(C=C1)N (4-(2-Pyrrolidin-1-yl-ethoxy)-phenylamine). RXN SMILES: [NH2:1][C:2]1[CH:7]=[CH:6][C:5]([OH:8])=[CH:4][CH:3]=1.Cl.Cl[CH2:11][CH2:12][N:13]1[CH2:17][CH2:16][CH2:15][CH2:14]1.[OH-].[Na+]>CN(C=O)C>[N:13]1([CH2:12][CH2:11][O:8][C:5]2[CH:6]=[CH:7][C:2]([NH2:1])=[CH:3][CH:4]=2)[CH2:17][CH2:16][CH2:15][CH2:14]1 |f:1.2,3.4|. Reported procedure: A mixture of 4-aminophenol (4.0 g, 37.4 mmol), 1-(2-chloroethyl)-pyrrolidine hydrochloride (7.6 g, 44.9 mmol, 1.2 equiv), NaOH (3.7 g, 93.5 mmol, 2.5 equiv) in DMF (64 mL) is stirred for 2 h at 75° C., under an argon atmosphere. The mixture is allowed to cool to RT and then filtered through a glass sintered funnel. The filtrate is diluted with CH2Cl2 (200 mL), washed with brine (2×50 mL), dried (Na2SO4), filtered and concentrated. The residue is purified by silica gel (260 g) column chromatograp... Yields the product CC(C)c1cccc(C(C)C)c1NC(=O)c1ccccc1N. Reaction SMILES: [CH3:25][C:26](=[O:27])[OH:28].[N+:1]([O-:2])(=[O:3])[c:4]1[c:5]([C:6](=[O:7])[NH:8][c:9]2[c:10]([CH:18]([CH3:19])[CH3:20])[cH:11][cH:12][cH:13][c:14]2[CH:15]([CH3:16])[CH3:17])[cH:21][cH:22][cH:23][cH:24]1.[Zn:29]>>[NH2:1][c:4]1[c:5]([C:6](=[O:7])[NH:8][c:9]2[c:10]([CH:18]([CH3:19])[CH3:20])[cH:11][cH:12][cH:13][c:14]2[CH:15]([CH3:16])[CH3:17])[cH:21][cH:22][cH:23][cH:24]1. The reactants are CC(=O)O, CC(C)c1cccc(C(C)C)c1NC(=O)c1ccccc1[N+](=O)[O-], [Zn].